Dataset: the Open Reaction Database (ORD), a public repository of structured organic reaction records. Task: describe an organic reaction: reactants, conditions, products, and yield The reactants are N1=C(N=CC=C1)N1C=NC(=C1)C=O (1-(2-Pyrimidinyl)-1H-imidazole4-carboxaldehyde), N1(N=CC=C1)C1=CC=C(C=O)C=C1 (4-(1H-pyrazol-1-yl)-benzaldehyde). Product: N1=C(N=CC=C1)N1C=NC(=C1)C=CC=O (3-[1-(2-Pyrimidinyl)-1H-imidazol-4-yl]-2-propenal). Reaction SMILES: [N:1]1[CH:6]=[CH:5][CH:4]=[N:3][C:2]=1[N:7]1[CH:11]=[C:10]([CH:12]=O)[N:9]=[CH:8]1.N1(C2C=C[C:22]([CH:23]=[O:24])=CC=2)C=CC=N1>>[N:3]1[CH:4]=[CH:5][CH:6]=[N:1][C:2]=1[N:7]1[CH:11]=[C:10]([CH:12]=[CH:22][CH:23]=[O:24])[N:9]=[CH:8]1. Procedure details: The title compound was prepared by a procedure analogous to Reference Example 30 by substituting 1-(2-pyrimidinyl)-1H-imidazole-4-carboxaldehyde (prepared as described in Reference Example 10) for the 4-(1H-pyrazol-1-yl)-benzaldehyde of Reference Example 30. MS 201 (M+H)+. Reactants: ( ε ), ( 14 ), CC1=NC(=CS1)/C=C(\C)/[C@@H]2C/C=C(\CC/C=C(/[C@@H]([C@H](C(=O)C([C@H](CC(=O)O2)O)(C)C)C)O)\C)/C (Epothilone D5), ( 15 ), ( 100 ), CC1=NC(=CS1)/C=C(\C)/[C@@H]2C/C=C\CCC[C@@H]([C@@H]([C@H](C(=O)[C@H]([C@H](CC(=O)O2)O)C)C)O)C (Epothilone C2), ( 48 ), CC1=NC(=CS1)/C=C(\C)/[C@@H]2C/C=C\CC/C=C(/[C@@H]([C@H](C(=O)C([C@H](CC(=O)O2)O)(C)C)C)O)\C (Epothilone C5), 1R, CC1=NC(=CS1)/C=C(\C)/[C@@H]2C/C=C\CCC[C@@H]([C@@H](CC(=O)C([C@H](CC(=O)O2)O)(C)C)O)C (Epothilone C3), CC1=NC(=CS1)/C=C(\C)/[C@@H]2C/C=C(\CCC[C@@H]([C@@H]([C@H](C(=O)[C@@H]([C@H](CC(=O)O2)O)C)C)O)C)/C (Epothilone D1), CC1=NC(=CS1)/C=C(\C)/[C@@H]2C/C=C(\CCC[C@@H]([C@@H]([C@H](C(=O)[C@H]([C@H](CC(=O)O2)O)C)C)O)C)/C (Epothilone D2), CC1=NC(=CS1)/C=C(\C)/[C@@H]2C/C=C\CCCC[C@@H]([C@H](C(=O)C([C@H](CC(=O)O2)O)(C)C)C)O (Epothilone C4), CC1=NC(=CS1)/C=C(\C)/[C@@H]2C/C=C(\CCC[C@@H]([C@@H]([C@H](C(=O)[C@H]([C@H](CC(=O)O2)O)C)C)O)C)/C (Epothilone D2). Solvent: CO (MeOH), CO (MeOH). Product: CC1=NC(=CS1)/C=C(\C)/[C@@H]2C/C=C/CCC[C@@H]([C@@H]([C@H](C(=O)[C@H]([C@H](CC(=O)O2)O)C)C)O)C (trans-Epothilone C1). RXN SMILES: [CH3:1][C:2]1[S:6][CH:5]=[C:4](/[CH:7]=[C:8](/[C@H:10]2[O:27][C:25](=[O:26])[CH2:24][C@H:23]([OH:28])[C:22]([CH3:30])(C)[C:20](=[O:21])[C@H:19]([CH3:31])[C@@H:18]([OH:32])[CH2:17][CH2:16][CH2:15][CH2:14][CH:13]=[CH:12][CH2:11]2)\[CH3:9])[N:3]=1.[CH3:33]C1SC=C(/C=C(/[C@H]2OC(=O)C[C@H](O)C(C)(C)C(=O)C[C@@H](O)[C@@H](C)CCCC=CC2)\C)N=1.CC1SC=C(/C=C(/[C@H]2OC(=O)C[C@H](O)C(C)(C)C(=O)[C@H](C)[C@@H](O)C(C)=CCCC(C)=CC2)\C)N=1.CC1SC=C(/C=C(/[C@H]2OC(=O)C[C@H](O)[C@H](C)C(=O)[C@H](C)[C@@H](O)[C@@H](C)CCCC(C)=CC2)\C)N=1.CC1SC=C(/C=C(/[C@H]2OC(=O)C[C@H](O)C(C)(C)C(=O)[C@H](C)[C@@H](O)C(C)=CCCC=CC2)\C)N=1.CC1SC=C(/C=C(/[C@H]2OC(=O)C[C@H](O)[C@@H](C)C(=O)[C@H](C)[C@@H](O)[C@@H](C)CCCC(C)=CC2)\C)N=1.CC1SC=C(/C=C(/[C@H]2OC(=O)C[C@H](O)[C@H](C)C(=O)[C@H](C)[C@@H](O)[C@@H](C)CCCC=CC2)\C)N=1>CO>[CH3:1][C:2]1[S:6][CH:5]=[C:4](/[CH:7]=[C:8](/[C@H:10]2[O:27][C:25](=[O:26])[CH2:24][C@H:23]([OH:28])[C@H:22]([CH3:30])[C:20](=[O:21])[C@H:19]([CH3:31])[C@@H:18]([OH:32])[C@@H:17]([CH3:33])[CH2:16][CH2:15][CH2:14][CH:13]=[CH:12][CH2:11]2)\[CH3:9])[N:3]=1. Procedure details: colorless amorphous solid; [α]22D −84 (c 0.2, MeOH); UV (MeOH) λmax nm (ε) 211 (17400), 248 (12900); 1R (KBr) νmax 3433, 2961, 2933, 2879, 1730, 1708, 1457, 1251, 975 cm−1; 1H NMR (CDCl3, 600 MHz) δ 7.00 (1H, s, H-19),6.64 (1H, bs H17),5.45 (1H, ddd, J=15.2, 6.5, 6.5 Hz, H-12),5.42 (1H, dd, J=6.4, 3.7 Hz, H-15),5.35 (1H, dt, J=15.2, 7.1 Hz, H-13), 4.42 (1H, m, H-3),3.58 (1H, ddd, J=8.1, 7.9, 2.8 Hz, H-7),3.24 (1H, m, H-6), 3.14 (1H, dq, J=4.0, 6.9 Hz, H-6), 2.92 (1H, d, J=7.9 Hz, 7-OH), 2.71 (3H... The reactants are FC1=CC=2C3=CC(=CC=C3C(N(C2C=C1)S(=O)(=O)C1=CC(=CC=C1)OC)C)F (2,9-difluoro-5-[(3-methoxyphenyl)sulfonyl]-6-methyl-5,6-dihydrophenanthridine), C1=CCCCC1 (cyclohexene), solution, B(Br)(Br)Br (boron tribromide). Run in ClCCl (dichloromethane). Yields the product FC1=CC=2C3=CC(=CC=C3C(N(C2C=C1)S(=O)(=O)C=1C=C(C=CC1)O)C)F (3-[(2,9-Difluoro-6-methylphenanthridin-5(6H)-yl)sulfonyl]phenol). Isolated yield 92.0%. RXN SMILES: [F:1][C:2]1[CH:15]=[CH:14][C:13]2[N:12]([S:16]([C:19]3[CH:24]=[CH:23][CH:22]=[C:21]([O:25]C)[CH:20]=3)(=[O:18])=[O:17])[CH:11]([CH3:27])[C:10]3[C:5](=[CH:6][C:7]([F:28])=[CH:8][CH:9]=3)[C:4]=2[CH:3]=1.C1CCCCC=1.B(Br)(Br)Br>ClCCl>[F:1][C:2]1[CH:15]=[CH:14][C:13]2[N:12]([S:16]([C:19]3[CH:20]=[C:21]([OH:25])[CH:22]=[CH:23][CH:24]=3)(=[O:18])=[O:17])[CH:11]([CH3:27])[C:10]3[C:5](=[CH:6][C:7]([F:28])=[CH:8][CH:9]=3)[C:4]=2[CH:3]=1. Procedure: The title compound was prepared from 2,9-difluoro-5-[(3-methoxyphenyl)sulfonyl]-6-methyl-5,6-dihydrophenanthridine (156 mg, 0.39 mmol), cyclohexene (760 μL, 7.7 mmol), and 1.0 M solution of boron tribromide in dichloromethane (2.33 mL) according to the procedure and in the same manner as described in Example 105, step e. The volatile components were removed in vacuo and the crude residue was purified by preparative liquid chromatography on a Biotage® 40 Mi column of prepacked silica gel (90 g), ... The reactants are Brc1cccc2cc[nH]c12, O=C([O-])[O-], c1ccc(C2CO2)cc1, CN1CCCN(C)C1=O, CCOC(C)=O, [Cs+], [Cs+], O. Yields the product OC(Cn1ccc2cccc(Br)c21)c1ccccc1. Reaction SMILES: [Br:1][c:2]1[cH:3][cH:4][cH:5][c:6]2[cH:7][cH:8][nH:9][c:10]12.[C:29](=[O:30])([O-:31])[O-:32].[CH2:20]1[O:21][CH:22]1[c:23]1[cH:24][cH:25][cH:26][cH:27][cH:28]1.[CH3:11][N:12]1[CH2:13][CH2:14][CH2:15][N:16]([CH3:17])[C:18]1=[O:19].[CH3:36][CH2:37][O:38][C:39](=[O:40])[CH3:41].[Cs+:33].[Cs+:34].[OH2:35]>>[Br:1][c:2]1[cH:3][cH:4][cH:5][c:6]2[cH:7][cH:8][n:9]([CH2:20][CH:22]([OH:21])[c:23]3[cH:24][cH:25][cH:26][cH:27][cH:28]3)[c:10]12. Starting materials: CO, [Na+], [OH-], CCOC(=O)c1cccnc1-n1cnc(-c2ccccc2)c1. Product: O=C(O)c1cccnc1-n1cnc(-c2ccccc2)c1. Reaction SMILES: [CH3:25][OH:26].[Na+:2].[OH-:1].[c:3]1(-[c:9]2[n:10][cH:11][n:12](-[c:14]3[n:15][cH:16][cH:17][cH:18][c:19]3[C:20](=[O:21])[O:22][CH2:23][CH3:24])[cH:13]2)[cH:4][cH:5][cH:6][cH:7][cH:8]1>>[c:3]1(-[c:9]2[n:10][cH:11][n:12](-[c:14]3[n:15][cH:16][cH:17][cH:18][c:19]3[C:20](=[O:21])[OH:22])[cH:13]2)[cH:4][cH:5][cH:6][cH:7][cH:8]1. Starting materials: N(CCO)CCO (diethanolamine), C1CCCCC1 (cyclohexane), 311, aqueous layer, O (water). Solvent: CC(=O)CC (methylethylketone), C(C)C(=O)C (methyl ethyl ketone). Yields the product C(C)C1(OCCN1CCO)C (2-Ethyl-3-(2-hydroxyethyl)-2-Methyl-Oxazolidine). The yield is 78.0%. RXN SMILES: [NH:1]([CH2:5][CH2:6][OH:7])[CH2:2][CH2:3][OH:4].[CH2:8]1[CH2:13]CC[CH2:10][CH2:9]1.O>C(C(C)=O)C>[CH2:8]([C:9]1([CH3:10])[N:1]([CH2:5][CH2:6][OH:7])[CH2:2][CH2:3][O:4]1)[CH3:13]. Procedure: A mixture of 315 g (3 mols) of diethanolamine, 432 g (6 mols) of methylethylketone, and 100 ml of cyclohexane is stirred and heated to reflux using a Dean-Stark trap to separate the water formed. The mixture is stirred and refluxed for a total of 311/2 hours during which 54 ml of aqueous layer, 85% water and 15% methyl ethyl ketone by NMR, is collected (85% of the theoretical amount of water of reaction). The mixture is then concentrated and the residue distilled to give 373 g (78% yield) of pro... Reactants: ClC1=NC(=C(C(=O)N)C(=C1)NC1=CC=C(C=C1)C(=O)N1CCOCC1)OCCC (6-chloro-4-(4-(morpholine-4-carbonyl)phenylamino)-2-propoxynicotinamide), N1C[C@@H](CCC1)NC(OC(C)(C)C)=O ((R)-tert-butyl piperidin-3-ylcarbamate), C(C)(=O)OCC (ethyl acetate). Run in C1CCOC1 (THF). Run at temperature 100 celsius. The product is C(N)(=O)C=1C(=CC(=NC1OCCC)N1C[C@@H](CCC1)NC(OC(C)(C)C)=O)NC1=CC=C(C=C1)C(=O)N1CCOCC1 ((R)-tert-butyl 1-(5-carbamoyl-4-(4-(morpholine-4-carbonyl)phenylamino)-6-propoxypyridin-2-yl)piperidin-3-ylcarbamate). Isolated yield 76.2%. Reaction SMILES: Cl[C:2]1[CH:10]=[C:9]([NH:11][C:12]2[CH:17]=[CH:16][C:15]([C:18]([N:20]3[CH2:25][CH2:24][O:23][CH2:22][CH2:21]3)=[O:19])=[CH:14][CH:13]=2)[C:5]([C:6]([NH2:8])=[O:7])=[C:4]([O:26][CH2:27][CH2:28][CH3:29])[N:3]=1.[NH:30]1[CH2:35][CH2:34][CH2:33][C@@H:32]([NH:36][C:37](=[O:43])[O:38][C:39]([CH3:42])([CH3:41])[CH3:40])[CH2:31]1.C(OCC)(=O)C>C1COCC1>[C:6]([C:5]1[C:9]([NH:11][C:12]2[CH:17]=[CH:16][C:15]([C:18]([N:20]3[CH2:25][CH2:24][O:23][CH2:22][CH2:21]3)=[O:19])=[CH:14][CH:13]=2)=[CH:10][C:2]([N:30]2[CH2:35][CH2:34][CH2:33][C@@H:32]([NH:36][C:37](=[O:43])[O:38][C:39]([CH3:41])([CH3:40])[CH3:42])[CH2:31]2)=[N:3][C:4]=1[O:26][CH2:27][CH2:28][CH3:29])(=[O:7])[NH2:8]. Procedure details: A mixture of 6-chloro-4-(4-(morpholine-4-carbonyl)phenylamino)-2-propoxynicotinamide (500 mg, 1.194 mmol) and (R)-tert-butyl piperidin-3-ylcarbamate (956 mg, 4.77 mmol) in THF (3 mL) was sealed in a vial and heated at 100° C. for 24 hrs. The reaction mixture was dissolved into ethyl acetate, washed with water, and concentrated. The solid material was chromatographed on an ISCO Companion 40 g silica gel column and eluted with (90:9:1 CH2Cl2:MeOH:NH4OH)/CH2Cl2 gradient (10-100%) to give 530 mg of ...